Task: describe an organic reaction: reactants, conditions, products, and yield. Dataset: the Open Reaction Database (ORD), a public repository of structured organic reaction records The reactants are CC1CNCCN1, O=C(O)c1cc2sccc2[nH]1. Yields the product CC1CN(C(=O)c2cc3sccc3[nH]2)CCN1. Reaction SMILES: [CH3:12][CH:13]1[NH:14][CH2:15][CH2:16][NH:17][CH2:18]1.[s:1]1[cH:2][cH:3][c:4]2[nH:5][c:6]([C:9](=[O:10])[OH:11])[cH:7][c:8]12>>[s:1]1[cH:2][cH:3][c:4]2[nH:5][c:6]([C:9](=[O:11])[N:17]3[CH2:16][CH2:15][NH:14][CH:13]([CH3:12])[CH2:18]3)[cH:7][c:8]12. Reactants: OC=1C=C(C=CC1)C1C(C1)C=1SC=CC1 (1-(3-hydroxyphenyl)-2-(2-thienyl)cyclopropane), CN(C=O)C (N,N-dimethylformamide), [OH-].[Na+] (sodium hydroxide), glass, CO\N=C(\C(=O)OC)/C1=C(C=CC=C1)CBr (methyl (E)-2-(bromomethyl)phenylglyoxylate O-methyloxime). Run in O (water). Run at time 8 hour. Product: S1C(=CC=C1)C1C(C1)C=1C=C(OCC2=C(C=CC=C2)C(C(=O)OC)=NOC)C=CC1 (Methyl 2-[2-((3-(2-(thien-2-yl)cyclopropyl))phenoxymethyl)phenyl]-2-methoxyiminoacetate). The yield is 86.1%. RXN SMILES: [OH:1][C:2]1[CH:3]=[C:4]([CH:8]2[CH2:10][CH:9]2[C:11]2[S:12][CH:13]=[CH:14][CH:15]=2)[CH:5]=[CH:6][CH:7]=1.CN(C)C=O.[OH-].[Na+].[CH3:23][O:24]/[N:25]=[C:26](\[C:31]1[CH:36]=[CH:35][CH:34]=[CH:33][C:32]=1[CH2:37]Br)/[C:27]([O:29][CH3:30])=[O:28]>O>[S:12]1[CH:13]=[CH:14][CH:15]=[C:11]1[CH:9]1[CH2:10][CH:8]1[C:4]1[CH:3]=[C:2]([CH:7]=[CH:6][CH:5]=1)[O:1][CH2:37][C:32]1[CH:33]=[CH:34][CH:35]=[CH:36][C:31]=1[C:26](=[N:25][O:24][CH3:23])[C:27]([O:29][CH3:30])=[O:28] |f:2.3|. Procedure details: To a 20 ml glass vial equipped with a magnetic stirring bar was charged 2.2 g (0.0102 moles) of 1-(3-hydroxyphenyl)-2-(2-thienyl)cyclopropane, 15 mls of dry N,N-dimethylformamide, and 0.41 g (0.0102 moles) of powdered sodium hydroxide. To this solution was added 2.9 g (0.0102 moles) of methyl (E)-2-(bromomethyl)phenylglyoxylate O-methyloxime in one portion. The vial was capped and stirred overnight at ambient temperature. The reaction mixture was then poured into 100 mls of water, and extracted ... The reactants are N (ammonia), OC(C(C)=O)O (Dihydroxyacetone), N (ammonia), Cl.C(CC)(OCC)=N (ethyl propanimidate hydrochloride). Reaction conditions: temperature 90 celsius. The product is C(C)C=1NC(=CN1)CO (2-Ethyl-1H-imidazole-5-methanol). Reaction SMILES: [OH:1][CH:2](O)[C:3](=O)[CH3:4].[NH3:7].Cl.[C:9](=[NH:15])(OCC)[CH2:10][CH3:11]>>[CH2:10]([C:9]1[NH:15][C:3]([CH2:2][OH:1])=[CH:4][N:7]=1)[CH3:11] |f:2.3|. Reported procedure: Dihydroxyacetone (65 g) was added slowly to liquid ammonia (250-300 ml), followed by ethyl propanimidate hydrochloride (65 g). The suspension was transferred to an autoclave and heated at 90° C. for 16 h. The ammonia was allowed to evaporate and then the reaction mixture concentrated in vacuo. The residue was dissolved in methanol, washed with charcoal, and then purified by chromatography, eluting with a gradient of System C (300:8:1 to 50:8:1). Trituration with acetone gave the title compound (...